Task: describe an organic reaction: reactants, conditions, products, and yield. Dataset: the Open Reaction Database (ORD), a public repository of structured organic reaction records Starting materials: C1(CC1)C1=CC(=C2C(=N1)N(N=C2)CCNC(OC(C)(C)C)=O)C(=O)NCC=2C(NC(=CC2C)C)=O (1,1-dimethylethyl {2-[6-cyclopropyl-4-({[(4,6-dimethyl-2-oxo-1,2-dihydro-3-pyridinyl)methyl]amino}carbonyl)-1H-pyrazolo[3,4-b]pyridin-1-yl]ethyl}carbamate), FC(C(=O)O)(F)F (trifluoroacetic acid). Run in C(Cl)Cl (DCM). Conditions: time 2 hour. Product: NCCN1N=CC2=C1N=C(C=C2C(=O)NCC=2C(NC(=CC2C)C)=O)C2CC2 (1-(2-Aminoethyl)-6-cyclopropyl-N-[(4,6-dimethyl-2-oxo-1,2-dihydro-3-pyridinyl)methyl]-1H-pyrazolo[3,4-b]pyridine-4-carboxamide). RXN SMILES: [CH:1]1([C:4]2[N:9]=[C:8]3[N:10]([CH2:13][CH2:14][NH:15]C(=O)OC(C)(C)C)[N:11]=[CH:12][C:7]3=[C:6]([C:23]([NH:25][CH2:26][C:27]3[C:28](=[O:35])[NH:29][C:30]([CH3:34])=[CH:31][C:32]=3[CH3:33])=[O:24])[CH:5]=2)[CH2:3][CH2:2]1.FC(F)(F)C(O)=O>C(Cl)Cl>[NH2:15][CH2:14][CH2:13][N:10]1[C:8]2[N:9]=[C:4]([CH:1]3[CH2:2][CH2:3]3)[CH:5]=[C:6]([C:23]([NH:25][CH2:26][C:27]3[C:28](=[O:35])[NH:29][C:30]([CH3:34])=[CH:31][C:32]=3[CH3:33])=[O:24])[C:7]=2[CH:12]=[N:11]1. Procedure: To a solution of 1,1-dimethylethyl {2-[6-cyclopropyl-4-({[(4,6-dimethyl-2-oxo-1,2-dihydro-3-pyridinyl)methyl]amino}carbonyl)-1H-pyrazolo[3,4-b]pyridin-1-yl]ethyl}carbamate (260 mg, 0.541 mmol) in DCM (15 mL) was added trifluoroacetic acid (3 ml, 38.9 mmol) and the mixture stirred at room temperature for 2 h. The contents were concentrated in vacuo and the crude residue purified by reverse phase HPLC. (mobile phase: 10 to 70% ACN in H2O, 0.1% NH4OH). The final product was collected as 0.170 g (89... Reactants: C(CCC)[Li] (butyl lithium), C(C)(C)C1C=CC2=CC=CC=C12 (1-isopropylindene). Solvent: CCCCCC (hexane), CCCCCC (hexane). Conditions: time 30 minute. The product is C(C)(C)[C-]1C=CC2=CC=CC=C12.[Li+] (Lithium 1-Isopropylindenide). Isolated yield 53.3%. RXN SMILES: C([Li:5])CCC.[CH:6]([CH:9]1[C:17]2[C:12](=[CH:13][CH:14]=[CH:15][CH:16]=2)[CH:11]=[CH:10]1)([CH3:8])[CH3:7]>CCCCCC>[CH:6]([C-:9]1[C:17]2[C:12](=[CH:13][CH:14]=[CH:15][CH:16]=2)[CH:11]=[CH:10]1)([CH3:8])[CH3:7].[Li+:5] |f:3.4|. Reported procedure: All operations are performed under an inert atmosphere and with dry, degassed solvents. A solution of 20.0 ml (32.0 mmoles) of 1.6 M butyl lithium in hexane is added to a stirred solution of 5.06 g (32.0 mmoles) of 1-isopropylindene in 100 ml of hexane at room temperature. A white precipitate appeared after 30 minutes at room temperature. Filtration after 2 days at room temperature produces 2.8 g of white solid product. The filtrate is concentrated to 20 ml and, after standing at room temperatur... Starting materials: CC(=O)O, CNC, CC1CN(c2ncc(CC=O)cc2Cl)CCN1c1cc(-c2ccc(F)c(Cl)c2)nc(N2CCCC2C)n1, ClCCl. Yields the product CC1CN(c2ncc(CCN(C)C)cc2Cl)CCN1c1cc(-c2ccc(F)c(Cl)c2)nc(N2CCCC2C)n1. As a reaction SMILES: [C:41]([OH:42])(=[O:43])[CH3:44].[CH3:38][NH:39][CH3:40].[Cl:1][c:2]1[cH:3][c:4]([CH2:35][CH:36]=[O:37])[cH:5][n:6][c:7]1[N:8]1[CH2:9][CH:10]([CH3:34])[N:11]([c:14]2[n:15][c:16]([N:28]3[CH:29]([CH3:33])[CH2:30][CH2:31][CH2:32]3)[n:17][c:18](-[c:20]3[cH:21][c:22]([Cl:27])[c:23]([F:26])[cH:24][cH:25]3)[cH:19]2)[CH2:12][CH2:13]1.[Cl:45][CH2:46][Cl:47]>>[Cl:1][c:2]1[cH:3][c:4]([CH2:35][CH2:36][N:39]([CH3:38])[CH3:40])[cH:5][n:6][c:7]1[N:8]1[CH2:9][CH:10]([CH3:34])[N:11]([c:14]2[n:15][c:16]([N:28]3[CH:29]([CH3:33])[CH2:30][CH2:31][CH2:32]3)[n:17][c:18](-[c:20]3[cH:21][c:22]([Cl:27])[c:23]([F:26])[cH:24][cH:25]3)[cH:19]2)[CH2:12][CH2:13]1.